From a dataset of the Open Reaction Database (ORD), a public repository of structured organic reaction records. describe an organic reaction: reactants, conditions, products, and yield Reactants: C(C1=CC=CC=C1)N1CC2C(C1)CN(C2)C(=O)C2=C(C=C(C=C2)OC)N2N=CC=N2 ((5-Benzylhexahydropyrrolo[3,4-c]pyrrol-2(1H)-yl)(4-methoxy-2-(2H-1,2,3-triazol-2-yl)phenyl)methanone). Reagents/catalysts: [OH-].[OH-].[Pd+2] (Pd(OH)2/C). The solvent is CCO (EtOH), CC(=O)O (AcOH). Yields the product C1N(CC2C1CNC2)C(=O)C2=C(C=C(C=C2)OC)N2N=CC=N2 ((hexahydropyrrolo[3,4-c]pyrrol-2(1H)-yl)(4-methoxy-2-(2H-1,2,3-triazol-2-yl)phenyl)methanone). RXN SMILES: C([N:8]1[CH2:12][CH:11]2[CH2:13][N:14]([C:16]([C:18]3[CH:23]=[CH:22][C:21]([O:24][CH3:25])=[CH:20][C:19]=3[N:26]3[N:30]=[CH:29][CH:28]=[N:27]3)=[O:17])[CH2:15][CH:10]2[CH2:9]1)C1C=CC=CC=1>CCO.CC(O)=O.[OH-].[OH-].[Pd+2]>[CH2:13]1[CH:11]2[CH2:12][NH:8][CH2:9][CH:10]2[CH2:15][N:14]1[C:16]([C:18]1[CH:23]=[CH:22][C:21]([O:24][CH3:25])=[CH:20][C:19]=1[N:26]1[N:27]=[CH:28][CH:29]=[N:30]1)=[O:17] |f:3.4.5|. Procedure details: (5-Benzylhexahydropyrrolo[3,4-c]pyrrol-2(1H)-yl)(4-methoxy-2-(2H-1,2,3-triazol-2-yl)phenyl)methanone in EtOH (20 mL) and AcOH (1 mL) was continuously flowed through a 20 wt % Pd(OH)2/C cartridge at a rate of 1 mL/min for 2 h at 50° C. and 50 bar using a H-cube apparatus. Then the reaction was concentrated and neutralized with 5% Na2CO3 (aq), and extracted with CH2Cl2 (3×). Combined organics and dried (Na2SO4) to give (hexahydropyrrolo[3,4-c]pyrrol-2(1H)-yl)(4-methoxy-2-(2H-1,2,3-triazol-2-yl)phe...